The task is: describe an organic reaction: reactants, conditions, products, and yield. This data is from the Open Reaction Database (ORD), a public repository of structured organic reaction records. Reactants: COC1=CC=C(C=C1)CCC1=NC2=C(C(O1)=O)C=CC=C2 (2-{2-(4-methoxyphenyl)ethyl}-4H-3,1-benzoxazin-4-one), CN(CCN)C (2-dimethylaminoethylamine). The solvent is C=1(C(=CC=CC1)C)C (xylene). Yields the product CN(CCN1C(=NC2=CC=CC=C2C1=O)CCC1=CC=C(C=C1)OC)C (3-(2-dimethylaminoethyl)-2-{2-(4-methoxyphenyl)ethyl}- 4(3H)-quinazolinone). Isolated yield 74.0%. As a reaction SMILES: [CH3:1][O:2][C:3]1[CH:8]=[CH:7][C:6]([CH2:9][CH2:10][C:11]2O[C:15](=[O:17])[C:14]3[CH:18]=[CH:19][CH:20]=[CH:21][C:13]=3[N:12]=2)=[CH:5][CH:4]=1.[CH3:22][N:23]([CH3:27])[CH2:24][CH2:25][NH2:26]>C1(C)C(C)=CC=CC=1>[CH3:22][N:23]([CH3:27])[CH2:24][CH2:25][N:26]1[C:15](=[O:17])[C:14]2[C:13](=[CH:21][CH:20]=[CH:19][CH:18]=2)[N:12]=[C:11]1[CH2:10][CH2:9][C:6]1[CH:5]=[CH:4][C:3]([O:2][CH3:1])=[CH:8][CH:7]=1. Procedure: A mixture of 295 mg (1 mmol) of 2-{2-(4-methoxyphenyl)ethyl}-4H-3,1-benzoxazin-4-one synthesized in the same manner as in Synthesis example 2 and 88 mg (1 mmol) of 2-dimethylaminoethylamine in xylene (5 ml) was heated under reflux for 2 hours. After the xylene was distilled off under reduced pressure, the crude crystals obtained were purified by silica gel column chromatography (eluent; 3% methanol/methylene chloride) to obtain 260 mg (76%) of 3-(2-dimethylaminoethyl)-2-{2-(4-methoxyphenyl)ethyl... The reactants are Cl.ClCCC1=C(N=C2N(C1=O)CCCC2)C (3-(2-chloroethyl)-6,7,8,9-tetrahydro-2-methyl-4H-pyrido[1,2-a]pyrimidin-4-one monohydrochloride), Cl.FC1=CC=C(C=C1)C(=C1CCNCC1)C1=CC=CC=C1 (4-[(4-fluorophenyl)phenylmethylene]piperidine hydrochloride), C[O-].[Na+] (sodium methoxide), C([O-])([O-])=O.[Na+].[Na+] (sodium carbonate), [I-].[K+] (potassium iodide). Solvent: CC(CC(C)=O)C (4-methyl-2-pentanone). The product is Cl.Cl.FC1=CC=C(C=C1)C(=C1CCN(CC1)CCC1=C(N=C2N(C1=O)CCCC2)C)C2=CC=CC=C2 (3-[2-[4-[(4-fluorophenyl)phenylmethylene]-1-piperidinyl]ethyl]-6,7,8,9-tetrahydro-2-methyl-4H-pyrido[1,2-a]pyrimidin-4-one dihydrochloride). Yield: 60.0%. Reaction SMILES: [ClH:1].[Cl:2][CH2:3][CH2:4][C:5]1[C:10](=[O:11])[N:9]2[CH2:12][CH2:13][CH2:14][CH2:15][C:8]2=[N:7][C:6]=1[CH3:16].Cl.[F:18][C:19]1[CH:24]=[CH:23][C:22]([C:25]([C:32]2[CH:37]=[CH:36][CH:35]=[CH:34][CH:33]=2)=[C:26]2[CH2:31][CH2:30][NH:29][CH2:28][CH2:27]2)=[CH:21][CH:20]=1.C[O-].[Na+].C(=O)([O-])[O-].[Na+].[Na+].[I-].[K+]>CC(C)CC(=O)C>[ClH:2].[ClH:1].[F:18][C:19]1[CH:20]=[CH:21][C:22]([C:25]([C:32]2[CH:33]=[CH:34][CH:35]=[CH:36][CH:37]=2)=[C:26]2[CH2:27][CH2:28][N:29]([CH2:3][CH2:4][C:5]3[C:10](=[O:11])[N:9]4[CH2:12][CH2:13][CH2:14][CH2:15][C:8]4=[N:7][C:6]=3[CH3:16])[CH2:30][CH2:31]2)=[CH:23][CH:24]=1 |f:0.1,2.3,4.5,6.7.8,9.10,12.13.14|. Reported procedure: A mixture of 4.5 parts of 3-(2-chloroethyl)-6,7,8,9-tetrahydro-2-methyl-4H-pyrido[1,2-a]pyrimidin-4-one monohydrochloride, 4.6 parts of 4-[(4-fluorophenyl)phenylmethylene]piperidine hydrochloride, 2 parts of a sodium methoxide solution 30%, 8 parts of sodium carbonate, 0.2 parts of potassium iodide and 240 parts of 4-methyl-2-pentanone was stirred and refluxed for 22 hours. The reaction mixture was filtered hot and the filtrate was evaporated. The residue was purified by column-chromatography ov... The reactants are ClC=1C=C(C(=NC1)OC)NC1=CC=C(C=N1)N1[C@H](CN(CC1)C(=O)OC(C)(C)C)C ((S)-tert-Butyl 4-(6-(5-Chloro-2-methoxypyridin-3-ylamino)pyridin-3-yl)-3-methylpiperazine-1-carboxylate). Solvent: O1CCOCC1.Cl (dioxane HCl). Product: ClC=1C=C(C(NC1)=O)NC1=NC=C(C=C1)N1[C@H](CNCC1)C ((S)-5-Chloro-3-(5-(2-methylpiperazin-1-yl)pyridin-2-ylamino)pyridin-2(1H)-one). Isolated yield 201.2%. Reaction SMILES: [Cl:1][C:2]1[CH:3]=[C:4]([NH:10][C:11]2[N:16]=[CH:15][C:14]([N:17]3[CH2:22][CH2:21][N:20](C(OC(C)(C)C)=O)[CH2:19][C@@H:18]3[CH3:30])=[CH:13][CH:12]=2)[C:5]([O:8]C)=[N:6][CH:7]=1>O1CCOCC1.Cl>[Cl:1][C:2]1[CH:3]=[C:4]([NH:10][C:11]2[CH:12]=[CH:13][C:14]([N:17]3[CH2:22][CH2:21][NH:20][CH2:19][C@@H:18]3[CH3:30])=[CH:15][N:16]=2)[C:5](=[O:8])[NH:6][CH:7]=1 |f:1.2|. Procedure: A solution of 138a (1.0 g, 2.3 mmol) in dioxane/HCl (30 mL) was stirred at 100° C. for 2 h. It was then evaporated under reduced pressure to afford 138b (1.48 g, crude) as a yellow solid. MS-ESI: [M+H]+ 320.3 Reactants: FC1=C(C=CC=C1)N1CCNCC1 (1-(2-fluorophenyl)piperazine), ClCCC1CN(C(O1)=O)C (5-(2-chloroethyl)-3-methyl-2-oxazolidinone), C([O-])([O-])=O.[Na+].[Na+] (sodium carbonate), [I-].[K+] (potassium iodide). The solvent is C(CCC)O (1-butanol). The product is FC1=C(C=CC=C1)N1CCN(CC1)CCC1CN(C(O1)=O)C (5-[2-[4-(2-Fluorophenyl)-1-piperazinyl]ethyl]-3-methyl-2-oxazolidinone). The yield is 60.2%. RXN SMILES: [F:1][C:2]1[CH:7]=[CH:6][CH:5]=[CH:4][C:3]=1[N:8]1[CH2:13][CH2:12][NH:11][CH2:10][CH2:9]1.Cl[CH2:15][CH2:16][CH:17]1[O:21][C:20](=[O:22])[N:19]([CH3:23])[CH2:18]1.C(=O)([O-])[O-].[Na+].[Na+].[I-].[K+]>C(O)CCC>[F:1][C:2]1[CH:7]=[CH:6][CH:5]=[CH:4][C:3]=1[N:8]1[CH2:13][CH2:12][N:11]([CH2:15][CH2:16][CH:17]2[O:21][C:20](=[O:22])[N:19]([CH3:23])[CH2:18]2)[CH2:10][CH2:9]1 |f:2.3.4,5.6|. Procedure details: This compound was prepared according to the procedure of Example 2. A mixture of 3.6 g (0.02 mol) of 1-(2-fluorophenyl)piperazine (Emka-Chemie), 3.3 g (0.02 mol) of 5-(2-chloroethyl)-3-methyl-2-oxazolidinone, 6.4 g (0.06 mol) of anhydrous sodium carbonate and 0.3 g of potassium iodide in 100 mL of 1-butanol gave 3.7 g (61%) of white solid, mp 80°-82° C. Starting materials: ClCC1=NC(=NO1)C=1N=CN2C1CN(C(C1=C2C=CC=C1)=O)C (3-(5-chloromethyl-1,2,4-oxadiazol-3-yl)-5-methyl-5,6-dihydro-4H-imidazo[1,5-a][1,4]benzodiazepin-6-one). The solvent is C(C1=CC=CC=C1)N (benzylamine). Yields the product C(C1=CC=CC=C1)NCC1=NC(=NO1)C=1N=CN2C1CN(C(C1=C2C=CC=C1)=O)C (3-(5-benzylaminomethyl-1,2,4-oxadiazol-3-yl)-5-methyl-5,6-dihydro-4H-imidazo[1,5-a][1,4]benzodiazepin-6-one). The yield is 144.3%. RXN SMILES: Cl[CH2:2][C:3]1[O:7][N:6]=[C:5]([C:8]2[N:9]=[CH:10][N:11]3[C:17]4[CH:18]=[CH:19][CH:20]=[CH:21][C:16]=4[C:15](=[O:22])[N:14]([CH3:23])[CH2:13][C:12]=23)[N:4]=1>C(N)C1C=CC=CC=1>[CH2:15]([NH:14][CH2:2][C:3]1[O:7][N:6]=[C:5]([C:8]2[N:9]=[CH:10][N:11]3[C:17]4[CH:18]=[CH:19][CH:20]=[CH:21][C:16]=4[C:15](=[O:22])[N:14]([CH3:23])[CH2:13][C:12]=23)[N:4]=1)[C:16]1[CH:21]=[CH:20][CH:19]=[CH:18][CH:17]=1. Reported procedure: 1.5 g (4.5 mmol) of 3-(5-chloromethyl-1,2,4-oxadiazol-3-yl)-5-methyl-5,6-dihydro-4H-imidazo[1,5-a][1,4]benzodiazepin-6-one were stirred at room temperature in 10 ml of benzylamine for 24 hours. By evaporation of the reaction mixture, chromatography of the residue on silica gel while eluting with methylene chloride/methanol 19/1 and crystallization from ethyl acetate and hexane there were obtained 1.3 g (71%) of 3-(5-benzylaminomethyl-1,2,4-oxadiazol-3-yl)-5-methyl-5,6-dihydro-4H-imidazo[1,5-a][1... The reactants are Ketone, CN(C(COCCCCCCCCC1C(C1)CCCCCCC(=O)OC)COCCCCCCCC)C (methyl 7-(2-(8-(2-(dimethylamino)-3-(octyloxy)propoxy)octyl)cyclopropyl)heptanoate), CN(C(COCCCCCC(=O)OC)COCCCCCCCCC1C(C1)CCCCCCCC)C (methyl 6-(2-(dimethylamino)-3-((8-(2-octylcyclopropyl)octyl)oxy)propoxy)hexanoate), CN(C(COCCCCCC(=O)OC)COCCCCCCCCC1C(C1)CCCCCCCC)C (methyl 6-(2-(dimethylamino)-3-((8-(2-octylcyclopropyl)octyl)oxy)propoxy)hexanoate). The product is CN(C(COCCCCCC(=O)OC)COCCCCCCCC\C=C/CCCCCCCC)C ((Z)-methyl 6-(2-(dimethylamino)-3-(octadec-9-en-1-yloxy)propoxy)hexanoate). As a reaction SMILES: [CH3:1][N:2]([CH3:36])[CH:3]([CH2:15][O:16][CH2:17][CH2:18][CH2:19][CH2:20][CH2:21][CH2:22][CH2:23][CH2:24][CH:25]1C[CH:26]1[CH2:28][CH2:29][CH2:30][CH2:31][CH2:32][CH2:33][CH2:34][CH3:35])[CH2:4][O:5][CH2:6][CH2:7][CH2:8][CH2:9][CH2:10][C:11]([O:13][CH3:14])=[O:12].CN(C)C(COCCCCCCCC)COCCCCCCCCC1CC1CCCCCCC(OC)=O>>[CH3:36][N:2]([CH3:1])[CH:3]([CH2:15][O:16][CH2:17][CH2:18][CH2:19][CH2:20][CH2:21][CH2:22][CH2:23][CH2:24]/[CH:25]=[CH:26]\[CH2:28][CH2:29][CH2:30][CH2:31][CH2:32][CH2:33][CH2:34][CH3:35])[CH2:4][O:5][CH2:6][CH2:7][CH2:8][CH2:9][CH2:10][C:11]([O:13][CH3:14])=[O:12]. Procedure details: Ketone (q) may also be carried forward to methyl 6-(2-(dimethylamino)-3-((8-(2-octylcyclopropyl)octyl)oxy)propoxy)hexanoate (Compound 22) in a manner analogous to that described above for Compound 2.